Dataset: the Open Reaction Database (ORD), a public repository of structured organic reaction records. Task: describe an organic reaction: reactants, conditions, products, and yield Reactants: ClC(C(=O)C1=CN=C2N1C(=CC=C2)CN(CCCCCNS(=O)(=O)C(F)(F)F)C(=O)OC(C)(C)C)(Cl)Cl (3-trichloroacetyl-5-[N-tert-butoxycarbonyl-N-[5-(trifluoromethanesulfonamido)pentan-1-yl]aminomethyl]imidazo[1,2-a]pyridine), I[Si](C)(C)C (iodotrimethylsilane), C(O)([O-])=O.[Na+] (sodium hydrogencarbonate), ice water. Run in C(Cl)(Cl)Cl (chloroform). Reaction conditions: time 15 minute. The product is FC(S(=O)(=O)NCCCCCN1C(C2=CN=C3C=CC=C(C1)N32)=O)(F)F (4,5-dihydro-4-[5-(trifluoro-methanesulfonamido)pentan-1-yl]-3H-1,4,8b-triazaacenaphthylene-3-one). Yield: 63.0%. RXN SMILES: ClC(Cl)(Cl)C([C:5]1[N:9]2[C:10]([CH2:14][N:15]([C:29]([O:31]C(C)(C)C)=O)[CH2:16][CH2:17][CH2:18][CH2:19][CH2:20][NH:21][S:22]([C:25]([F:28])([F:27])[F:26])(=[O:24])=[O:23])=[CH:11][CH:12]=[CH:13][C:8]2=[N:7][CH:6]=1)=O.I[Si](C)(C)C.C(=O)([O-])O.[Na+]>C(Cl)(Cl)Cl>[F:27][C:25]([F:26])([F:28])[S:22]([NH:21][CH2:20][CH2:19][CH2:18][CH2:17][CH2:16][N:15]1[CH2:14][C:10]2[N:9]3[C:5](=[CH:6][N:7]=[C:8]3[CH:13]=[CH:12][CH:11]=2)[C:29]1=[O:31])(=[O:24])=[O:23] |f:2.3|. Procedure details: To a solution of 1.75 g (2.87 mmol) of 3-trichloroacetyl-5-[N-tert-butoxycarbonyl-N-[5-(trifluoromethanesulfonamido)pentan-1-yl]aminomethyl]imidazo[1,2-a]pyridine in 25 ml of chloroform was added dropwise 0.82 ml (5.74 mmol) of iodotrimethylsilane at room temperature. The reaction mixture was stirred for 15 minutes, which was poured into ice-water, followed by neutralization with a saturated aqueous solution of sodium hydrogencarbonate. This solution was extracted with 150 ml of ethyl acetate. T...